Dataset: the Open Reaction Database (ORD), a public repository of structured organic reaction records. Task: describe an organic reaction: reactants, conditions, products, and yield The reactants are C1CCOC1, COC(=O)C(Cc1ccc(CCOc2ccc(OS(C)(=O)=O)cc2)cc1)SCCc1ccc(F)cc1, [Li+], [OH-], O. Product: CS(=O)(=O)Oc1ccc(OCCc2ccc(CC(SCCc3ccc(F)cc3)C(=O)O)cc2)cc1. As a reaction SMILES: [CH2:39]1[O:40][CH2:41][CH2:42][CH2:43]1.[F:1][c:2]1[cH:3][cH:4][c:5]([CH2:8][CH2:9][S:10][CH:11]([C:12](=[O:13])[O:14][CH3:15])[CH2:16][c:17]2[cH:18][cH:19][c:20]([CH2:23][CH2:24][O:25][c:26]3[cH:27][cH:28][c:29]([O:32][S:33](=[O:34])(=[O:35])[CH3:36])[cH:30][cH:31]3)[cH:21][cH:22]2)[cH:6][cH:7]1.[Li+:37].[OH-:38].[OH2:44]>>[F:1][c:2]1[cH:3][cH:4][c:5]([CH2:8][CH2:9][S:10][CH:11]([C:12](=[O:13])[OH:14])[CH2:16][c:17]2[cH:18][cH:19][c:20]([CH2:23][CH2:24][O:25][c:26]3[cH:27][cH:28][c:29]([O:32][S:33](=[O:34])(=[O:35])[CH3:36])[cH:30][cH:31]3)[cH:21][cH:22]2)[cH:6][cH:7]1.